The task is: describe an organic reaction: reactants, conditions, products, and yield. This data is from the Open Reaction Database (ORD), a public repository of structured organic reaction records. Starting materials: O1[C@H](COC2=C1C=CC=C2)C(=O)N2C[C@H](CCC2)C2=CC(=CC=C2)O ((R)-2,3-Dihydrobenzo[1,4]dioxin-2-yl-[(R*)-3-(3-hydroxyphenyl)piperidin-1-yl]-methanone). The solvent is C1CCOC1 (THF). Product: O1[C@H](COC2=C1C=CC=C2)CN2C[C@H](CCC2)C=2C=C(C=CC2)O ((R*)-3-{1-[(S)-1-(2,3-Dihydrobenzo[1,4]dioxin-2-yl)methyl]piperidin-3-yl}phenol). The yield is 47.8%. Reaction SMILES: [O:1]1[C:6]2[CH:7]=[CH:8][CH:9]=[CH:10][C:5]=2[O:4][CH2:3][C@@H:2]1[C:11]([N:13]1[CH2:18][CH2:17][CH2:16][C@H:15]([C:19]2[CH:24]=[CH:23][CH:22]=[C:21]([OH:25])[CH:20]=2)[CH2:14]1)=O>C1COCC1>[O:1]1[C:6]2[CH:7]=[CH:8][CH:9]=[CH:10][C:5]=2[O:4][CH2:3][C@@H:2]1[CH2:11][N:13]1[CH2:18][CH2:17][CH2:16][C@H:15]([C:19]2[CH:20]=[C:21]([OH:25])[CH:22]=[CH:23][CH:24]=2)[CH2:14]1. Procedure: (R)-2,3-Dihydrobenzo[1,4]dioxin-2-yl-[(R*)-3-(3-hydroxyphenyl)piperidin-1-yl]-methanone (17.8 g, 54.7 mmol) was treated with BH3 THF according to the above general procedure. Crystallisation from hot EtOH gave 8.5 g of the title compound as almost white crystals. The reactants are FC(C(=O)O)(F)F (trifluoroacetic acid), ClC1=C(C(=O)NC2=C(C(=O)OC(C)(C)C)C=CC(=C2)C2=CC=CC=C2)C(=CC=C1)Cl (tert-butyl 2-(2,6-dichlorobenzamido)-4-phenylbenzoate). Reaction conditions: time 1 hour. The product is ClC1=C(C(=O)NC2=C(C(=O)O)C=CC(=C2)C2=CC=CC=C2)C(=CC=C1)Cl (2-(2,6-dichlorobenzamido)-4-phenylbenzoic acid). As a reaction SMILES: FC(F)(F)C(O)=O.[Cl:8][C:9]1[CH:36]=[CH:35][CH:34]=[C:33]([Cl:37])[C:10]=1[C:11]([NH:13][C:14]1[CH:26]=[C:25]([C:27]2[CH:32]=[CH:31][CH:30]=[CH:29][CH:28]=2)[CH:24]=[CH:23][C:15]=1[C:16]([O:18]C(C)(C)C)=[O:17])=[O:12]>>[Cl:8][C:9]1[CH:36]=[CH:35][CH:34]=[C:33]([Cl:37])[C:10]=1[C:11]([NH:13][C:14]1[CH:26]=[C:25]([C:27]2[CH:32]=[CH:31][CH:30]=[CH:29][CH:28]=2)[CH:24]=[CH:23][C:15]=1[C:16]([OH:18])=[O:17])=[O:12]. Procedure details: 3.0 mL of trifluoroacetic acid was added to the obtained tert-butyl 2-(2,6-dichlorobenzamido)-4-phenylbenzoate and stirred at room temperature for 1 hour. The solvent was evaporated under reduced pressure and diisopropyl ether was added no the obtained residue and a solid substance was separated by filtration to obtain 0.10 g of 2-(2,6-dichlorobenzamido)-4-phenylbenzoic acid as white solid. Starting materials: C[S-], Nc1nc(OS(=O)(=O)C(F)(F)F)c([N+](=O)[O-])c(-c2ccco2)n1, [Na+], C1COCCO1. Yields the product CSc1nc(N)nc(-c2ccco2)c1[N+](=O)[O-]. As a reaction SMILES: [CH3:24][S-:25].[NH2:1][c:2]1[n:3][c:4](-[c:19]2[o:20][cH:21][cH:22][cH:23]2)[c:5]([N+:16](=[O:17])[O-:18])[c:6]([O:8][S:9]([C:10]([F:11])([F:12])[F:13])(=[O:14])=[O:15])[n:7]1.[Na+:26].[O:27]1[CH2:28][CH2:29][O:30][CH2:31][CH2:32]1>>[NH2:1][c:2]1[n:3][c:4](-[c:19]2[o:20][cH:21][cH:22][cH:23]2)[c:5]([N+:16](=[O:17])[O-:18])[c:6]([S:25][CH3:24])[n:7]1. Starting materials: CCC(C)C(NC(=O)OC(C)(C)C)C(=O)NCCc1ccc(OCc2cccc3ccccc23)c(OC)c1, Cl, C1COCCO1, O. The product is CCC(C)C(N)C(=O)NCCc1ccc(OCc2cccc3ccccc23)c(OC)c1. As a reaction SMILES: [CH3:1][O:2][c:3]1[cH:4][c:5]([CH2:21][CH2:22][NH:23][C:24]([CH:25]([CH:26]([CH2:27][CH3:28])[CH3:29])[NH:30][C:31]([O:32][C:33]([CH3:34])([CH3:35])[CH3:36])=[O:37])=[O:38])[cH:6][cH:7][c:8]1[O:9][CH2:10][c:11]1[cH:12][cH:13][cH:14][c:15]2[cH:16][cH:17][cH:18][cH:19][c:20]12.[ClH:39].[O:41]1[CH2:42][CH2:43][O:44][CH2:45][CH2:46]1.[OH2:40]>>[CH3:1][O:2][c:3]1[cH:4][c:5]([CH2:21][CH2:22][NH:23][C:24]([CH:25]([CH:26]([CH2:27][CH3:28])[CH3:29])[NH2:30])=[O:38])[cH:6][cH:7][c:8]1[O:9][CH2:10][c:11]1[cH:12][cH:13][cH:14][c:15]2[cH:16][cH:17][cH:18][cH:19][c:20]12. Reactants: C([O-])(O)=O.[Na+] (Sodium bicarbonate), ice water, resultant mixture, C(C1=CC=CC=C1)OC(=O)O[C@H](C)[C@H]1C(N([C@@H]1[C@@H](C)C(=S)C1=CC=CC=C1)CC(=O)OC(C)(C)C)=O ((3S,4S)-3-[(1R)-1-benzyloxycarbonyloxyethyl]-4-[(1R)-1-phenylthiocarbonylethyl]-1-t-butoxycarbonylmethylazetidin-2-one), B(Br)(Br)Br (boron tribromide), Cl (hydrochloric acid). The solvent is C(C)(=O)OCC (ethyl acetate), ClCCCl (1,2-dichloroethane), ClCCCl (1,2-dichloroethane). Conditions: time 1 hour. Yields the product O[C@H](C)[C@H]1C(N([C@@H]1[C@@H](C)C(=S)C1=CC=CC=C1)CC(=O)O)=O ((3S,4S)-3-[(1R)-1-hydroxyethyl]-4-[(1R)-1-phenylthiocarbonylethyl]-1-carboxymethylazetidin-2-one). The yield is 194.8%. As a reaction SMILES: C(OC([O:11][C@@H:12]([C@@H:14]1[C@@H:17]([C@H:18]([C:20]([C:22]2[CH:27]=[CH:26][CH:25]=[CH:24][CH:23]=2)=[S:21])[CH3:19])[N:16]([CH2:28][C:29]([O:31]C(C)(C)C)=[O:30])[C:15]1=[O:36])[CH3:13])=O)C1C=CC=CC=1.B(Br)(Br)Br.C(=O)(O)[O-].[Na+].Cl>ClCCCl.C(OCC)(=O)C>[OH:11][C@@H:12]([C@@H:14]1[C@@H:17]([C@H:18]([C:20]([C:22]2[CH:27]=[CH:26][CH:25]=[CH:24][CH:23]=2)=[S:21])[CH3:19])[N:16]([CH2:28][C:29]([OH:31])=[O:30])[C:15]1=[O:36])[CH3:13] |f:2.3|. Procedure: To a solution of (3S,4S)-3-[(1R)-1-benzyloxycarbonyloxyethyl]-4-[(1R)-1-phenylthiocarbonylethyl]-1-t-butoxycarbonylmethylazetidin-2-one (8.5 g) in 1,2-dichloroethane (185 ml), there was dropwise added a solution of boron tribromide (26.4 g) in 1,2-dichloroethane (100 ml) at -10° C. for 20 minutes, followed by stirring at the same temperature for 1 hour. Sodium bicarbonate (40 g) and ice-water (600 g) were added thereto while stirring, and the resultant mixture was diluted with ethyl acetate (200... The reactants are CC=1C=C2C(=CN1)SC=C2 (5-methylthieno[2,3-c]pyridine), Cl.[Cl-].NC1=NC(=NC=C1C[N+]=1C=C2C(=CC1C)C=CS2)CC (6-[(4-amino-2-ethyl-5-pyrimidinyl)-methyl]-5-methylthieno[2,3-c]pyridinium chloride hydrochloride), Cl.[Cl-].NC1=NC(=NC=C1C[N+]=1C=C2C(=CC1)C=CS2)C (6-[(4-amino-2-methyl-5-pyrimidinyl)methyl]-thieno[2,3-c]pyridinium chloride hydrochloride), Br.NC1=NC(=NC=C1CBr)C (4-amino-2-methyl-5-pyrimidinyl-methyl bromide hydrobromide), Br.NC1=NC(=NC=C1CBr)CC (4-amino-2-ethyl-5-pyrimidinyl-methyl bromide hydrobromide), S1C=CC=2C1=CN=CC2 (thieno[2,3-c]-pyridine). Product: Cl.[Cl-].NC1=NC(=NC=C1C[N+]=1C(=C2C(=CC1)C=CS2)C)CC (6-[(4-Amino-2-ethyl-5-pyrimidinyl)methyl]-7-methylthieno-[2,3-c]pyridinium chloride hydrochloride). RXN SMILES: [ClH:1].[Cl-].[NH2:3][C:4]1[C:9]([CH2:10][N+:11]2[CH:12]=[C:13]3[S:20][CH:19]=[CH:18][C:14]3=[CH:15][C:16]=2C)=[CH:8][N:7]=[C:6]([CH2:21][CH3:22])[N:5]=1.Cl.[Cl-].N[C:26]1C(C[N+]2C=C3SC=CC3=CC=2)=CN=C(C)N=1.Br.NC1C(CBr)=CN=C(CC)N=1.CC1C=C2C=CSC2=CN=1.Br.NC1C(CBr)=CN=C(C)N=1.S1C2=CN=CC=C2C=C1>>[ClH:1].[Cl-:1].[NH2:3][C:4]1[C:9]([CH2:10][N+:11]2[C:12]([CH3:26])=[C:13]3[S:20][CH:19]=[CH:18][C:14]3=[CH:15][CH:16]=2)=[CH:8][N:7]=[C:6]([CH2:21][CH3:22])[N:5]=1 |f:0.1.2,3.4.5,6.7,9.10,12.13.14|. Procedure details: The compounds, 6-[(4-amino-2-ethyl-5-pyrimidinyl)-methyl]-5-methylthieno[2,3-c]pyridinium chloride hydrochloride and 6-[(4-amino-2-methyl-5-pyrimidinyl)methyl]-thieno[2,3-c]pyridinium chloride hydrochloride can be prepared following the above reaction, using the reactants 4-amino-2-ethyl-5-pyrimidinyl-methyl bromide hydrobromide with 5-methylthieno[2,3-c]pyridine or 4-amino-2-methyl-5-pyrimidinyl-methyl bromide hydrobromide with thieno[2,3-c]-pyridine, respectively. Reactants: C1CCOC1, C=C(OCC)c1c(N)nc(-c2ccc(Cl)c(OC)c2F)nc1C(=O)OC, Cl. Yields the product COC(=O)c1nc(-c2ccc(Cl)c(OC)c2F)nc(N)c1C(C)=O. RXN SMILES: [CH2:28]1[O:29][CH2:30][CH2:31][CH2:32]1.[CH3:1][O:2][C:3](=[O:4])[c:5]1[n:6][c:7](-[c:17]2[c:18]([F:26])[c:19]([O:24][CH3:25])[c:20]([Cl:23])[cH:21][cH:22]2)[n:8][c:9]([NH2:16])[c:10]1[C:11](=[CH2:12])[O:13][CH2:14][CH3:15].[ClH:27]>>[CH3:1][O:2][C:3](=[O:4])[c:5]1[n:6][c:7](-[c:17]2[c:18]([F:26])[c:19]([O:24][CH3:25])[c:20]([Cl:23])[cH:21][cH:22]2)[n:8][c:9]([NH2:16])[c:10]1[C:11]([CH3:12])=[O:13].